Dataset: the Open Reaction Database (ORD), a public repository of structured organic reaction records. Task: describe an organic reaction: reactants, conditions, products, and yield Reactants: BrC1=CC(=C(C=C1)S(=O)(=O)NC1=C(C=CC(=N1)N1C[C@H](N([C@H](C1)C)C(=O)OC(C)(C)C)C)OC)Cl (1,1-Dimethylethyl (2R,6S)-4-[6-{[(4-bromo-2-chlorophenyl)sulfonyl]amino}-5-(methyloxy)-2-pyridinyl]-2,6-dimethyl-1-piperazinecarboxylate), O1C=C(C=C1)B1OC(C(O1)(C)C)(C)C (2-(3-furanyl)-4,4,5,5-tetramethyl-1,3,2-dioxaborolane), Palladium dichloride di-triphenylphosphine, C([O-])([O-])=O.[Na+].[Na+] (sodium carbonate), O (water). The solvent is COCCOC (DME), C(C)(=O)OCC (ethyl acetate). Yields the product ClC1=C(C=CC(=C1)C1=COC=C1)S(=O)(=O)NC1=C(C=CC(=N1)N1C[C@H](N([C@H](C1)C)C(=O)OC(C)(C)C)C)OC (1,1-Dimethylethyl (2R,6S)-4-[6-({[2-chloro-4-(3-furanyl)phenyl]sulfonyl}amino)-5-(methyloxy)-2-pyridinyl]-2,6-dimethyl-1-piperazinecarboxylate). The yield is 116.0%. As a reaction SMILES: Br[C:2]1[CH:7]=[CH:6][C:5]([S:8]([NH:11][C:12]2[N:17]=[C:16]([N:18]3[CH2:23][C@H:22]([CH3:24])[N:21]([C:25]([O:27][C:28]([CH3:31])([CH3:30])[CH3:29])=[O:26])[C@H:20]([CH3:32])[CH2:19]3)[CH:15]=[CH:14][C:13]=2[O:33][CH3:34])(=[O:10])=[O:9])=[C:4]([Cl:35])[CH:3]=1.[O:36]1[CH:40]=[CH:39][C:38](B2OC(C)(C)C(C)(C)O2)=[CH:37]1.C(=O)([O-])[O-].[Na+].[Na+].O>COCCOC.C(OCC)(=O)C>[Cl:35][C:4]1[CH:3]=[C:2]([C:38]2[CH:39]=[CH:40][O:36][CH:37]=2)[CH:7]=[CH:6][C:5]=1[S:8]([NH:11][C:12]1[N:17]=[C:16]([N:18]2[CH2:23][C@H:22]([CH3:24])[N:21]([C:25]([O:27][C:28]([CH3:31])([CH3:30])[CH3:29])=[O:26])[C@H:20]([CH3:32])[CH2:19]2)[CH:15]=[CH:14][C:13]=1[O:33][CH3:34])(=[O:10])=[O:9] |f:2.3.4|. Procedure details: 1,1-Dimethylethyl (2R,6S)-4-[6-{[(4-bromo-2-chlorophenyl)sulfonyl]amino}-5-(methyloxy)-2-pyridinyl]-2,6-dimethyl-1-piperazinecarboxylate (D13) (0.15 g, 0.254 mmol), 2-(3-furanyl)-4,4,5,5-tetramethyl-1,3,2-dioxaborolane (0.0739 g, 0.381 mmol), Palladium dichloride di-triphenylphosphine (9.0 mg, 0.0127 mmol), sodium carbonate (0.053 g, 0.508 mmol) were heated in DME (2 mL) and water (1 mL) at 120° C. in the microwave for 20 minutes. The reaction was then diluted with ethyl acetate (50 mL) and wash... The reactants are NN1C(C2=CC=CC=C2C(=N1)N1CCOCC1)=O (2-amino-4-morpholinophthalazin-1(2H)-one), BrC=1C=C(C=CC1)CC(=O)O (2-(3-bromophenyl)acetic acid). Yields the product BrC=1C=C(C=CC1)CC(=O)NN1C(C2=CC=CC=C2C(=N1)N1CCOCC1)=O (2-(3-bromophenyl)-N-[4-(morpholin-4-yl)-1-oxophthalazin-2(1H)-yl]acetamide). RXN SMILES: [NH2:1][N:2]1[N:11]=[C:10]([N:12]2[CH2:17][CH2:16][O:15][CH2:14][CH2:13]2)[C:9]2[C:4](=[CH:5][CH:6]=[CH:7][CH:8]=2)[C:3]1=[O:18].[Br:19][C:20]1[CH:21]=[C:22]([CH2:26][C:27](O)=[O:28])[CH:23]=[CH:24][CH:25]=1>>[Br:19][C:20]1[CH:21]=[C:22]([CH2:26][C:27]([NH:1][N:2]2[N:11]=[C:10]([N:12]3[CH2:17][CH2:16][O:15][CH2:14][CH2:13]3)[C:9]3[C:4](=[CH:5][CH:6]=[CH:7][CH:8]=3)[C:3]2=[O:18])=[O:28])[CH:23]=[CH:24][CH:25]=1. Procedure: The product of Example 1B and 2-(3-bromophenyl)acetic acid were treated using a method similar to that described in Example 111 to give the title compound. 1H NMR (500 MHz, DMSO-d6/Deuterium Oxide) δ ppm 8.31 (dd, J=7.9, 1.3 Hz, 1H), 8.04 (d, J=8.0 Hz, 1H), 7.97-8.01 (m, 1H), 7.89-7.93 (m, 1H), 7.60 (t, J=1.8 Hz, 1H), 7.49 (dt, J=7.8, 1.5 Hz, 1H), 7.39 (d, J=7.6 Hz, 1H), 7.34 (t, J=7.7 Hz, 1H), 3.83 (d, J=4.2 Hz, 4H), 3.69 (s, 2H), 3.09-3.11 (m, 4H); MS (ESI−) M/Z 441 (M−H)−. Reactants: CN.CO (methylamine methanol), C(C)OC(C)OCC1=C(C=CC=C1)C(C(=O)OCC)=O (ethyl 2-[2-{(1-ethoxyethyl)oxymethyl}phenyl]-2-oxoacetate), C1CCOC1 (THF). Run in O (water). Reaction conditions: time 1 hour. Yields the product C(C)OC(C)OCC1=C(C=CC=C1)C(C(=O)NC)=O (2-[2-{(1-ethoxyethyl)oxymethyl}phenyl]-N-methyl-2-oxoacetamide). Yield: 72.7%. Reaction SMILES: [CH3:1][NH2:2].CO.[CH2:5]([O:7][CH:8]([O:10][CH2:11][C:12]1[CH:17]=[CH:16][CH:15]=[CH:14][C:13]=1[C:18](=[O:24])[C:19](OCC)=[O:20])[CH3:9])[CH3:6].C1COCC1>O>[CH2:5]([O:7][CH:8]([O:10][CH2:11][C:12]1[CH:17]=[CH:16][CH:15]=[CH:14][C:13]=1[C:18](=[O:24])[C:19]([NH:2][CH3:1])=[O:20])[CH3:9])[CH3:6] |f:0.1|. Reported procedure: A 40% methylamine-methanol solution (1.63 g, 0.021 mol) was added to a mixed solution of ethyl 2-[2-{(1-ethoxyethyl)oxymethyl}phenyl]-2-oxoacetate (1.96 g, 0.007 mol) and THF (7 ml) under ice-cooling. The mixture was stirred at room temperature for 1 hour. After completion of the reaction, water (100 ml) was added, and the mixture was extracted with dichloromethane (80 ml) twice. The extract was dried over anhydrous magnesium sulfate and concentrated under reduced pressure. The resulting residue... Starting materials: Cl (HCl), C(CCC)C1=CC(=NN1CC1=CC=C(C=C1)C1=C(C=CC=C1)C#N)C(=O)O (5-Butyl-1-[(2'-cyanobiphenyl-4-yl)methyl]pyrazole-3-carboxylic acid), [N-]=[N+]=[N-].[Na+] (sodium azide), [Cl-].[NH4+] (ammonium chloride). Run in C(C)(=O)OCC (ethyl acetate), O (water), CN(C=O)C (dimethylformamide). The product is C(CCC)C1=CC(=NN1CC1=CC=C(C=C1)C1=C(C=CC=C1)C1=NN=NN1)C(=O)O (5-Butyl-1-[[2'-(1H-tetrazol-5-yl)biphenyl-4-yl]methyl]pyrazole-3-carboxylic acid). The yield is 82.7%. RXN SMILES: [CH2:1]([C:5]1[N:9]([CH2:10][C:11]2[CH:16]=[CH:15][C:14]([C:17]3[CH:22]=[CH:21][CH:20]=[CH:19][C:18]=3[C:23]#[N:24])=[CH:13][CH:12]=2)[N:8]=[C:7]([C:25]([OH:27])=[O:26])[CH:6]=1)[CH2:2][CH2:3][CH3:4].[N-:28]=[N+:29]=[N-:30].[Na+].[Cl-].[NH4+].Cl>CN(C)C=O.C(OCC)(=O)C.O>[CH2:1]([C:5]1[N:9]([CH2:10][C:11]2[CH:12]=[CH:13][C:14]([C:17]3[CH:22]=[CH:21][CH:20]=[CH:19][C:18]=3[C:23]3[NH:30][N:29]=[N:28][N:24]=3)=[CH:15][CH:16]=2)[N:8]=[C:7]([C:25]([OH:27])=[O:26])[CH:6]=1)[CH2:2][CH2:3][CH3:4] |f:1.2,3.4|. Reported procedure: 5-Butyl-1-[(2'-cyanobiphenyl-4-yl)methyl]pyrazole-3-carboxylic acid (17.6 g), sodium azide (19.5 g), and ammonium chloride (13.4 g) were stirred in dimethylformamide (DMF) (140 ml) at 110°-120° C. for 5 days. The reaction mixture was poured into water (1.2 1), to which conc. HCl (35 ml) and ethyl acetate (700 ml) were added. The organic layer was washed with 0.1 N-HCl and water, dried, and concentrated under reduced pressure. To the residue was added ether, and the resultant crude crystals were ... The reactants are S(N)(=O)(=O)Cl (sulfamoyl chloride), OC1=CC=C(C=C1)C1=C2CNC(C2=C(C=C1)C=1N(C2=CC=C(C=C2C1)CN1CCCCC1)C(=O)OC(C)(C)C)=O (4-(4-Hydroxyphenyl)-7-[1-(tert-butoxycarbonyl)-5-(piperidinomethyl)indol-2-yl]isoindolinone), O (water). Run in CN(C(C)=O)C (N,N-dimethylacetoamide). Reaction conditions: time 17 hour. Product: S(N)(=O)(=O)OC1=CC=C(C=C1)C1=C2CNC(C2=C(C=C1)C=1N(C2=CC=C(C=C2C1)CN1CCCCC1)C(=O)OC(C)(C)C)=O (4-(4-sulfamoyloxyphenyl)-7-[1-(tert-butoxycarbonyl)-5-(piperidinomethyl)indol-2-yl]isoindolinone). Yield: 55.9%. RXN SMILES: [OH:1][C:2]1[CH:7]=[CH:6][C:5]([C:8]2[CH:16]=[CH:15][C:14]([C:17]3[N:18]([C:33]([O:35][C:36]([CH3:39])([CH3:38])[CH3:37])=[O:34])[C:19]4[C:24]([CH:25]=3)=[CH:23][C:22]([CH2:26][N:27]3[CH2:32][CH2:31][CH2:30][CH2:29][CH2:28]3)=[CH:21][CH:20]=4)=[C:13]3[C:9]=2[CH2:10][NH:11][C:12]3=[O:40])=[CH:4][CH:3]=1.[S:41](Cl)(=[O:44])(=[O:43])[NH2:42].O>CN(C)C(=O)C>[S:41]([O:1][C:2]1[CH:3]=[CH:4][C:5]([C:8]2[CH:16]=[CH:15][C:14]([C:17]3[N:18]([C:33]([O:35][C:36]([CH3:37])([CH3:39])[CH3:38])=[O:34])[C:19]4[C:24]([CH:25]=3)=[CH:23][C:22]([CH2:26][N:27]3[CH2:32][CH2:31][CH2:30][CH2:29][CH2:28]3)=[CH:21][CH:20]=4)=[C:13]3[C:9]=2[CH2:10][NH:11][C:12]3=[O:40])=[CH:6][CH:7]=1)(=[O:44])(=[O:43])[NH2:42]. Procedure: 4-(4-Hydroxyphenyl)-7-[1-(tert-butoxycarbonyl)-5-(piperidinomethyl)indol-2-yl]isoindolinone (56.2 mg, 0.105 mmol) was dissolved in N,N-dimethylacetoamide (3.9 mL), and the solution was added with sulfamoyl chloride (61 mg, 0.53 mmol), followed by stirring at room temperature for 17 hours. The reaction mixture was added with water and extracted with ethyl acetate and chloroform. The organic layer was washed with saturated brine and dried over anhydrous sodium sulfate. The solvent was evaporated u... Starting materials: CC(C)(C)OC(=O)NCC(NC(=O)OCC12CC3CC(CC(C3)C1)C2)C(=O)OC(C)(C)C, ClCCl, O=C(O)C(F)(F)F, [Na+], O=C([O-])O. Product: CC(C)(C)OC(=O)C(CN)NC(=O)OCC12CC3CC(CC(C3)C1)C2. RXN SMILES: [C:1]12([CH2:11][O:12][C:13](=[O:14])[NH:15][CH:16]([C:17](=[O:18])[O:19][C:20]([CH3:21])([CH3:22])[CH3:23])[CH2:24][NH:25][C:26]([O:27][C:28]([CH3:29])([CH3:30])[CH3:31])=[O:32])[CH2:2][CH:3]3[CH2:4][CH:5]([CH2:6][CH:7]([CH2:8]1)[CH2:9]3)[CH2:10]2.[Cl:38][CH2:39][Cl:40].[F:41][C:42]([F:43])([F:44])[C:45]([OH:46])=[O:47].[Na+:37].[O-:33][C:34]([OH:35])=[O:36]>>[C:1]12([CH2:11][O:12][C:13](=[O:14])[NH:15][CH:16]([C:17](=[O:18])[O:19][C:20]([CH3:21])([CH3:22])[CH3:23])[CH2:24][NH2:25])[CH2:2][CH:3]3[CH2:4][CH:5]([CH2:6][CH:7]([CH2:8]1)[CH2:9]3)[CH2:10]2. The reactants are CN1CCCC1=O, CCOC(C)=O, CCN(C(C)C)C(C)C, COc1ccc(CNc2nnc(Cl)c3ccc(C#N)cc23)cc1Cl, Cl, N#CC1CCNCC1. The product is Cl, COc1ccc(CNc2nnc(N3CCC(C#N)CC3)c3ccc(C#N)cc23)cc1Cl. Reaction SMILES: [CH3:43][N:44]1[CH2:45][CH2:46][CH2:47][C:48]1=[O:49].[CH3:50][CH2:51][O:52][C:53](=[O:54])[CH3:55].[CH:34]([N:35]([CH:36]([CH3:37])[CH3:38])[CH2:39][CH3:40])([CH3:41])[CH3:42].[Cl:10][c:11]1[n:12][n:13][c:14]([NH:23][CH2:24][c:25]2[cH:26][c:27]([Cl:33])[c:28]([O:31][CH3:32])[cH:29][cH:30]2)[c:15]2[cH:16][c:17]([C:21]#[N:22])[cH:18][cH:19][c:20]12.[ClH:1].[NH:2]1[CH2:3][CH2:4][CH:5]([C:8]#[N:9])[CH2:6][CH2:7]1>>[ClH:10].[N:2]1([c:11]2[n:12][n:13][c:14]([NH:23][CH2:24][c:25]3[cH:26][c:27]([Cl:33])[c:28]([O:31][CH3:32])[cH:29][cH:30]3)[c:15]3[cH:16][c:17]([C:21]#[N:22])[cH:18][cH:19][c:20]23)[CH2:3][CH2:4][CH:5]([C:8]#[N:9])[CH2:6][CH2:7]1.